This data is from the Open Reaction Database (ORD), a public repository of structured organic reaction records. The task is: describe an organic reaction: reactants, conditions, products, and yield Starting materials: CCO, CCOC(C)=O, Cc1ccc(S(=O)(=O)Nc2c(C(C)C)cc([N+](=O)[O-])cc2C(C)C)cc1, [Cl-], [Na+], [OH-], O, O. Yields the product Cc1ccc(S(=O)(=O)Nc2c(C(C)C)cc(N)cc2C(C)C)cc1. Reaction SMILES: [CH3:32][CH2:33][OH:34].[CH3:35][CH2:36][O:37][C:38](=[O:39])[CH3:40].[CH:1]([CH3:2])([CH3:3])[c:4]1[c:5]([NH:16][S:17](=[O:18])(=[O:19])[c:20]2[cH:21][cH:22][c:23]([CH3:26])[cH:24][cH:25]2)[c:6]([CH:13]([CH3:14])[CH3:15])[cH:7][c:8]([N+:10]([O-:11])=[O:12])[cH:9]1.[Cl-:29].[Na+:31].[OH-:30].[OH2:27].[OH2:28]>>[CH:1]([CH3:2])([CH3:3])[c:4]1[c:5]([NH:16][S:17](=[O:18])(=[O:19])[c:20]2[cH:21][cH:22][c:23]([CH3:26])[cH:24][cH:25]2)[c:6]([CH:13]([CH3:14])[CH3:15])[cH:7][c:8]([NH2:10])[cH:9]1. Reactants: COC1=CC=C(C(=O)NC(CC(=O)OCC)C(=O)C=2OC=CC2)C=C1 (ethyl 3-(4-methoxybenzoylamino)-3-(2-furylcarbonyl)propionate), S(=O)(Cl)Cl (thionyl chloride). The solvent is C(Cl)(Cl)Cl (chloroform). The product is COC1=CC=C(C=C1)C=1OC(=C(N1)CC(=O)OCC)C=1OC=CC1 (ethyl 2-[2-(4-methoxyphenyl)-5-(2-furyl)-4-oxazolyl]acetate). The yield is 31.7%. As a reaction SMILES: [CH3:1][O:2][C:3]1[CH:25]=[CH:24][C:6]([C:7]([NH:9][CH:10]([C:17]([C:19]2[O:20][CH:21]=[CH:22][CH:23]=2)=[O:18])[CH2:11][C:12]([O:14][CH2:15][CH3:16])=[O:13])=O)=[CH:5][CH:4]=1.S(Cl)(Cl)=O>C(Cl)(Cl)Cl>[CH3:1][O:2][C:3]1[CH:25]=[CH:24][C:6]([C:7]2[O:18][C:17]([C:19]3[O:20][CH:21]=[CH:22][CH:23]=3)=[C:10]([CH2:11][C:12]([O:14][CH2:15][CH3:16])=[O:13])[N:9]=2)=[CH:5][CH:4]=1. Reported procedure: To a solution of 10 g of ethyl 3-(4-methoxybenzoylamino)-3-(2-furylcarbonyl)propionate in 60 ml of chloroform are dropwise added 15 ml of thionyl chloride at room temperature. The mixture is refluxed at 60° to 70° C. for 6 hours under stirring. After the reaction is completed, the mixture is treated in the same manner as described in Example 1. 3.0 g of ethyl 2-[2-(4-methoxyphenyl)-5-(2-furyl)-4-oxazolyl]acetate are thereby obtained. Yield: 31.6% The reactants are COC(C(C)Br)=O (methyl-2-bromopropionate), COC1=C(/C=C/C(C2=CC(=C(C=C2)OC)N)S(=O)(=O)C(C2=CC(=C(C=C2)OC)N)\C=C\C2=C(C=C(C=C2OC)OC)OC)C(=CC(=C1)OC)OC ((E)-2,4,6-trimethoxy styryl-3-amino-4-methoxybenzylsulfone). Product: COC1=C(/C=C/C(C2=CC(=C(C=C2)OC)NC(C)C(=O)O)S(=O)(=O)C(C2=CC(=C(C=C2)OC)NC(C)C(=O)O)\C=C\C2=C(C=C(C=C2OC)OC)OC)C(=CC(=C1)OC)OC ((E)-2,4,6-trimethoxystyryl-3-[(1-carboxyethyl)amino]-4-methoxybenzylsulfone). As a reaction SMILES: C[O:2][C:3](=[O:7])[CH:4](Br)[CH3:5].[CH3:8][O:9][C:10]1[CH:54]=[C:53]([O:55][CH3:56])[CH:52]=[C:51]([O:57][CH3:58])[C:11]=1/[CH:12]=[CH:13]/[CH:14]([S:24]([CH:27](/[CH:37]=[CH:38]/[C:39]1[C:44]([O:45][CH3:46])=[CH:43][C:42]([O:47][CH3:48])=[CH:41][C:40]=1[O:49][CH3:50])[C:28]1[CH:33]=[CH:32][C:31]([O:34][CH3:35])=[C:30]([NH2:36])[CH:29]=1)(=[O:26])=[O:25])[C:15]1[CH:20]=[CH:19][C:18]([O:21][CH3:22])=[C:17]([NH2:23])[CH:16]=1>>[CH3:58][O:57][C:51]1[CH:52]=[C:53]([O:55][CH3:56])[CH:54]=[C:10]([O:9][CH3:8])[C:11]=1/[CH:12]=[CH:13]/[CH:14]([S:24]([CH:27](/[CH:37]=[CH:38]/[C:39]1[C:40]([O:49][CH3:50])=[CH:41][C:42]([O:47][CH3:48])=[CH:43][C:44]=1[O:45][CH3:46])[C:28]1[CH:33]=[CH:32][C:31]([O:34][CH3:35])=[C:30]([NH:36][CH:4]([C:3]([OH:7])=[O:2])[CH3:5])[CH:29]=1)(=[O:26])=[O:25])[C:15]1[CH:20]=[CH:19][C:18]([O:21][CH3:22])=[C:17]([NH:23][CH:4]([C:3]([OH:2])=[O:7])[CH3:5])[CH:16]=1. Procedure details: A solution of methyl-2-bromopropionate (40 mmol) and (E)-2,4,6-trimethoxy styryl-3-amino-4-methoxybenzylsulfone (10 mmol) was reacted according to General Method B. The product obtained was purified by recrystallization from acetone. (m.p. 176-180° C.) As a reaction SMILES: [Br:1][C:2]1[C:6]([Br:7])=[C:5]([Br:8])[NH:4][N:3]=1.C(=O)([O-])[O-].[K+].[K+].[C:15]([O:18][CH2:19][CH2:20]Br)(=[O:17])[CH3:16].C(OC(=O)C)(=O)C>CC(C)=O>[C:15]([O:18][CH2:19][CH2:20][N:3]1[C:2]([Br:1])=[C:6]([Br:7])[C:5]([Br:8])=[N:4]1)(=[O:17])[CH3:16] |f:1.2.3|. Procedure: A quantity (3.04 g., 0.01 mole) of 3,4,5-tribromopyrazole was dissolved in 70 ml. acetone and 2.76 g. (0.02 mole) solid anhydrous potassium carbonate was added. The mixture was heated at the reflux temperature with stirring for 10 minutes and after cooling, 1.85 g. (0.011 mole) of 2-bromoethyl acetate was added. This reaction mixture was heated at the reflux temperature for 12 hrs. cooled, filtered, and the acetone removed under reduced pressure. The resultant oil consisted of a mixture of the d... Conditions: time 10 minute. Yields the product C(C)(=O)OCCN1N=C(C(=C1Br)Br)Br (3,4,5-tribromopyrazole-1-ethanol acetate). Starting materials: BrC1=NNC(=C1Br)Br (3,4,5-tribromopyrazole), C(C)(=O)OCCBr (2-bromoethyl acetate), solid, C([O-])([O-])=O.[K+].[K+] (potassium carbonate), C(C)(=O)OC(C)=O (acetic anhydride), ice water. Run in CC(=O)C (acetone). Starting materials: CCN=C=NCCCN(C)C.Cl (EDCI.HCl), C=1C=CC2=C(C1)N=NN2O (HOBt), CCN(C(C)C)C(C)C (DIPEA), FC1=C(C(=O)O)C=CC=C1 (2-fluorobenzoic acid), Cl.C1(=CC=C(C=C1)NC(CC(N1CCNCC1)=O)=O)C1=CC=CC=C1 (N-biphenyl-4-yl-3-oxo-3-piperazin-1-yl-propionamide hydrochloride). Solvent: CN(C)C=O (DMF), O (water). Run at temperature 10 celsius, time 8 hour. Yields the product C1(=CC=C(C=C1)NC(CC(=O)N1CCN(CC1)C(C1=C(C=CC=C1)F)=O)=O)C1=CC=CC=C1 (N-biphenyl-4-yl-3-[4-(2-fluoro-benzoyl)-piperazin-1-yl]-3-oxo-propionamide). Isolated yield 97.6%. Reaction SMILES: C1C=CC2N(O)N=NC=2C=1.CCN(C(C)C)C(C)C.[F:20][C:21]1[CH:29]=[CH:28][CH:27]=[CH:26][C:22]=1[C:23]([OH:25])=O.CCN=C=NCCCN(C)C.Cl.Cl.[C:43]1([C:61]2[CH:66]=[CH:65][CH:64]=[CH:63][CH:62]=2)[CH:48]=[CH:47][C:46]([NH:49][C:50](=[O:60])[CH2:51][C:52](=[O:59])[N:53]2[CH2:58][CH2:57][NH:56][CH2:55][CH2:54]2)=[CH:45][CH:44]=1>CN(C=O)C.O>[C:43]1([C:61]2[CH:66]=[CH:65][CH:64]=[CH:63][CH:62]=2)[CH:44]=[CH:45][C:46]([NH:49][C:50](=[O:60])[CH2:51][C:52]([N:53]2[CH2:54][CH2:55][N:56]([C:23](=[O:25])[C:22]3[CH:26]=[CH:27][CH:28]=[CH:29][C:21]=3[F:20])[CH2:57][CH2:58]2)=[O:59])=[CH:47][CH:48]=1 |f:3.4,5.6|. Reported procedure: HOBt (34 mg, 0.25 mmol) and DIPEA (67.9 mg, 0.51 mmol) were added to a stirred solution of 2-fluorobenzoic acid (29 mg, 0.21 mmol) in DMF (1.5 mL). The reaction mixture was cooled to 10° C. and EDCI.HCl (48 mg, 0.25 mmol) followed by N-biphenyl-4-yl-3-oxo-3-piperazin-1-yl-propionamide hydrochloride (75 mg, 0.2 mmol) were added. The reaction mixture was stirred at room temperature overnight then diluted with water. The resulting precipitate was dried to afford 87 mg (94%) of N-biphenyl-4-yl-3-[4-... The reactants are C(C)OC=1C(C(C1NC1=C(C=CC=C1)O)=O)=O (3-ethoxy-4-(2-hydroxyanilino)-cyclobut-3-ene-1,2-dione), ClC1=C(N)C=CC=C1C (2-chloro-3-methylaniline). Solvent: CS(=O)C (DMSO). Run at temperature 110 celsius, time 8 hour. Product: ClC1=C(NC=2C(C(C2NC2=C(C=CC=C2)O)=O)=O)C=CC=C1C (3-(2-chloro-3-methylanilino)-4-(2-hydroxyanilino)-cyclobut-3-ene-1,2-dione). As a reaction SMILES: C(O[C:4]1[C:5](=[O:17])[C:6](=[O:16])[C:7]=1[NH:8][C:9]1[CH:14]=[CH:13][CH:12]=[CH:11][C:10]=1[OH:15])C.[Cl:18][C:19]1[C:25]([CH3:26])=[CH:24][CH:23]=[CH:22][C:20]=1[NH2:21]>CS(C)=O>[Cl:18][C:19]1[C:25]([CH3:26])=[CH:24][CH:23]=[CH:22][C:20]=1[NH:21][C:4]1[C:5](=[O:17])[C:6](=[O:16])[C:7]=1[NH:8][C:9]1[CH:14]=[CH:13][CH:12]=[CH:11][C:10]=1[OH:15]. Procedure details: To a solution of 3-ethoxy-4-(2-hydroxyanilino)-cyclobut-3-ene-1,2-dione (50 mg, 0.21 mmol) in DMSO (1.5 mL) was added 2-chloro-3-methylaniline (0.026 mL, 0.21 mmol) and reaction was stirred at 110° C. overnight. Reaction was purified on HPLC (acetonitrile:water) and product was concentrated down. Solid was dried in vacuo. LC-MS (m/z) 329 (M+). Reactants: CCO, NN, O, O=C1c2ccccc2C(=O)N1CCN1CCN(c2cccc3ccccc23)CC1. The product is NCCN1CCN(c2cccc3ccccc23)CC1. Reaction SMILES: [CH3:33][CH2:34][OH:35].[NH2:2][NH2:3].[OH2:1].[c:4]1([N:14]2[CH2:15][CH2:16][N:17]([CH2:20][CH2:21][N:22]3[C:23](=[O:24])[c:25]4[c:26]([cH:27][cH:28][cH:29][cH:30]4)[C:31]3=[O:32])[CH2:18][CH2:19]2)[cH:5][cH:6][cH:7][c:8]2[cH:9][cH:10][cH:11][cH:12][c:13]12>>[c:4]1([N:14]2[CH2:15][CH2:16][N:17]([CH2:20][CH2:21][NH2:22])[CH2:18][CH2:19]2)[cH:5][cH:6][cH:7][c:8]2[cH:9][cH:10][cH:11][cH:12][c:13]12.